Dataset: the Open Reaction Database (ORD), a public repository of structured organic reaction records. Task: describe an organic reaction: reactants, conditions, products, and yield The reactants are BrC1=CC(=C(C(=O)OCC2=CC=CC=C2)C=C1)C (benzyl 4-bromo-2-methylbenzoate), FC=1C=CC(=C(C1)B(O)O)O (5-fluoro-2-hydroxyphenylboronic acid). Product: FC=1C=CC(=C(C1)C1=CC(=C(C=C1)C(=O)OCC1=CC=CC=C1)C)O (benzyl 5′-fluoro-2′-hydroxy-3-methylbiphenyl-4-carboxylate). RXN SMILES: Br[C:2]1[CH:17]=[CH:16][C:5]([C:6]([O:8][CH2:9][C:10]2[CH:15]=[CH:14][CH:13]=[CH:12][CH:11]=2)=[O:7])=[C:4]([CH3:18])[CH:3]=1.[F:19][C:20]1[CH:21]=[CH:22][C:23]([OH:29])=[C:24](B(O)O)[CH:25]=1>>[F:19][C:20]1[CH:25]=[CH:24][C:23]([OH:29])=[C:22]([C:2]2[CH:17]=[CH:16][C:5]([C:6]([O:8][CH2:9][C:10]3[CH:15]=[CH:14][CH:13]=[CH:12][CH:11]=3)=[O:7])=[C:4]([CH3:18])[CH:3]=2)[CH:21]=1. Reported procedure: In accordance with the method of Example 1-3, the compound of Example 15-1 was used instead of the compound of Example 1-2, and 5-fluoro-2-hydroxyphenylboronic acid was used instead of 2-hydroxyphenylboronic acid to afford benzyl 5′-fluoro-2′-hydroxy-3-methylbiphenyl-4-carboxylate. The reactants are [H-].[Na+] (NaH), E1, OCC=1C=CC(=C(C#N)C1)OC1=NC=C(C=C1)C(F)(F)F (5-(hydroxymethyl)-2-((5-(trifluoromethyl)pyridin-2-yl)oxy)benzonitrile), ClC1=NC(N2C(N(CCC2)C)=C1)=O (8-chloro-1-methyl-3,4-dihydro-1H-pyrimido[1,6-a]pyrimidin-6(2H)-one), 5-(hydroxymethyl)-2-5 ((5-(trifluoromethyl)pyridin-2-yl)oxy)benzonitrile, ClC1=NC(N2C(N(CCC2)C)=C1)=O (8-chloro-1-methyl-3,4-dihydro-1H-pyrimido[1,6-a]pyrimidin-6(2H)-one). Solvent: CN(C=O)C (N,N-dimethylformamide). Reaction conditions: time 10 minute. Yields the product CN1C=2N(CCC1)C(N=C(C2)OCC=2C=CC(=C(C#N)C2)OC2=NC=C(C=C2)C(F)(F)F)=O (5-(((1-methyl-6-oxo-2,3,4,6-tetrahydro-1H-pyrimido[1,6-a]pyrimidin-8-yl)oxy)methyl)-2-((5-(trifluoromethyl)pyridin-2-yl)oxy)benzonitrile). Reaction SMILES: Cl[C:2]1[CH:12]=[C:6]2[N:7]([CH3:11])[CH2:8][CH2:9][CH2:10][N:5]2[C:4](=[O:13])[N:3]=1.[OH:14][CH2:15][C:16]1[CH:17]=[CH:18][C:19]([O:24][C:25]2[CH:30]=[CH:29][C:28]([C:31]([F:34])([F:33])[F:32])=[CH:27][N:26]=2)=[C:20]([CH:23]=1)[C:21]#[N:22].[H-].[Na+]>CN(C)C=O>[CH3:11][N:7]1[CH2:8][CH2:9][CH2:10][N:5]2[C:4](=[O:13])[N:3]=[C:2]([O:14][CH2:15][C:16]3[CH:17]=[CH:18][C:19]([O:24][C:25]4[CH:30]=[CH:29][C:28]([C:31]([F:34])([F:32])[F:33])=[CH:27][N:26]=4)=[C:20]([CH:23]=3)[C:21]#[N:22])[CH:12]=[C:6]12 |f:2.3|. Reported procedure: The title compound was prepared by a procedure similar to that described for E1 starting from 8-chloro-1-methyl-3,4-dihydro-1H-pyrimido[1,6-a]pyrimidin-6(2H)-one and 5-(hydroxymethyl)-2-5 ((5-(trifluoromethyl)pyridin-2-yl)oxy)benzonitrile. An exemplary process is shown as below: To a solution of 5-(hydroxymethyl)-2-((5-(trifluoromethyl)pyridin-2-yl)oxy)benzonitrile (0.108 mL, 0.601 mmol) in N,N-dimethylformamide (DMF) (5 mL) was added NaH (48.1 mg, 1.202 mmol) and stirred for 10 mins. Then 8-chl...